This data is from the Open Reaction Database (ORD), a public repository of structured organic reaction records. The task is: describe an organic reaction: reactants, conditions, products, and yield Starting materials: COC=1C=C2CCN(C2=CC1N1CCN(CC1)C)C(C1=CC=C(C=C1)C1=C(C=C(C=C1)C1=NOC(=N1)C)C)=O (2,3-Dihydro-5-methoxy-1-[4-(2-methyl-4-(5-methyl-1,2,4-oxadiazol-3-yl)phenyl) benzoyl]-6-(4-methyl-1-piperazinyl)-1H-indole), CC(C)([O-])C.[K+] (potassium t-butoxide), CC1=C(C=CC(=C1)C1=NOC(=N1)C)C1=CC=C(C(=O)Cl)C=C1 (4-[2-methyl-4-(5-methyl-1,2,4-oxadiazol-3-yl)phenyl]benzoyl chloride). Solvent: C1CCOC1 (THF), C1CCOC1 (THF). Reaction conditions: time 20 minute. Product: COC=1C=C2C=CN(C2=CC1N1CCN(CC1)C)C(C1=CC=C(C=C1)C1=C(C=C(C=C1)C1=NOC(=N1)C)C)=O (5-Methoxy-1-[4-(2-methyl-4-(5-methyl-1,2,4-oxadiazol-3-yl)phenyl)benzoyl]-6-(4-methyl-1-piperazinyl)-1H-indole). RXN SMILES: [CH3:1][O:2][C:3]1[CH:4]=[C:5]2[C:9](=[CH:10][C:11]=1[N:12]1[CH2:17][CH2:16][N:15]([CH3:18])[CH2:14][CH2:13]1)[N:8]([C:19](=[O:39])[C:20]1[CH:25]=[CH:24][C:23]([C:26]3[CH:31]=[CH:30][C:29]([C:32]4[N:36]=[C:35]([CH3:37])[O:34][N:33]=4)=[CH:28][C:27]=3[CH3:38])=[CH:22][CH:21]=1)[CH2:7][CH2:6]2.CC(C)([O-])C.[K+].CC1C=C(C2N=C(C)ON=2)C=CC=1C1C=CC(C(Cl)=O)=CC=1>C1COCC1>[CH3:1][O:2][C:3]1[CH:4]=[C:5]2[C:9](=[CH:10][C:11]=1[N:12]1[CH2:13][CH2:14][N:15]([CH3:18])[CH2:16][CH2:17]1)[N:8]([C:19](=[O:39])[C:20]1[CH:25]=[CH:24][C:23]([C:26]3[CH:31]=[CH:30][C:29]([C:32]4[N:36]=[C:35]([CH3:37])[O:34][N:33]=4)=[CH:28][C:27]=3[CH3:38])=[CH:22][CH:21]=1)[CH:7]=[CH:6]2 |f:1.2|. Reported procedure: A stirred solution of intermediate 2 (300 mg, 0.0012 mole) in dry THF (30 ml) under argon was treated with potassium t-butoxide (140 mg, 0.0012 mole) and kept at room temperature for 20 minutes. The resulting mixture was treated with a solution of 4-[2-methyl-4-(5-methyl-1,2,4-oxadiazol-3-yl)phenyl]benzoyl chloride (0.0014 mole) in dry THF (10 ml) and the mixture stirred at room temperature for 20h. The solution was concentrated in vacuo and the residue treated with 10% Na2CO3 solution (20 ml) a... Reactants: CCN(CC)P1(=NC(C)(C)C)N(CCCN1C)C (BEMP), COC(CC1=C(NC2=NC=CC=C21)C)=O ((2-methyl-1H-pyrrolo[2,3-b]pyridin-3-yl)-acetic acid methyl ester), BrCC1=C(C=C(C=C1)S(=O)(=O)CC)C(F)(F)F (1-bromomethyl-4-ethanesulfonyl-2-trifluoromethyl-benzene). Solvent: CN(C)C=O (DMF). Conditions: time 1 hour. Yields the product COC(CC1=C(N(C2=NC=CC=C21)CC2=C(C=C(C=C2)S(=O)(=O)CC)C(F)(F)F)C)=O ([1-(4-Ethanesulfonyl-2-trifluoromethyl-benzyl)-2-methyl-1H-pyrrolo[2,3-b]pyridin-3-yl]acetic acid methyl ester). RXN SMILES: [CH3:1][O:2][C:3](=[O:15])[CH2:4][C:5]1[C:13]2[C:8](=[N:9][CH:10]=[CH:11][CH:12]=2)[NH:7][C:6]=1[CH3:14].CCN(P1(N(C)CCCN1C)=NC(C)(C)C)CC.Br[CH2:35][C:36]1[CH:41]=[CH:40][C:39]([S:42]([CH2:45][CH3:46])(=[O:44])=[O:43])=[CH:38][C:37]=1[C:47]([F:50])([F:49])[F:48]>CN(C=O)C>[CH3:1][O:2][C:3](=[O:15])[CH2:4][C:5]1[C:13]2[C:8](=[N:9][CH:10]=[CH:11][CH:12]=2)[N:7]([CH2:35][C:36]2[CH:41]=[CH:40][C:39]([S:42]([CH2:45][CH3:46])(=[O:44])=[O:43])=[CH:38][C:37]=2[C:47]([F:49])([F:50])[F:48])[C:6]=1[CH3:14]. Procedure details: To a stirred solution of (2-methyl-1H-pyrrolo[2,3-b]pyridin-3-yl)-acetic acid methyl ester ((0.77 g, 3.78 mmol) in dry DMF (12 ml) under an inert atmosphere of Argon is added dropwise, BEMP (1.75 ml, 6.04 mmol). The mixture was allowed to stir at room temperature for 1 hour and then treated with 1-bromomethyl-4-ethanesulfonyl-2-trifluoromethyl-benzene (2 g, 6.04 mmol). Stirring continues for a further 2 hours after which time, the reaction mixture is partitioned between ethyl acetate/diethyl eth... Starting materials: [NH4+], N#Cc1ncc(C(F)(F)F)cc1Oc1ccccc1, [OH-], O=S(=O)(O)O. The product is NC(=O)c1ncc(C(F)(F)F)cc1Oc1ccccc1. As a reaction SMILES: [NH4+:25].[O:1]([c:2]1[cH:3][cH:4][cH:5][cH:6][cH:7]1)[c:8]1[c:9]([C:18]#[N:19])[n:10][cH:11][c:12]([C:14]([F:15])([F:16])[F:17])[cH:13]1.[OH-:26].[S:20]([OH:21])(=[O:22])(=[O:23])[OH:24]>>[O:1]([c:2]1[cH:3][cH:4][cH:5][cH:6][cH:7]1)[c:8]1[c:9]([C:18]([NH2:19])=[O:21])[n:10][cH:11][c:12]([C:14]([F:15])([F:16])[F:17])[cH:13]1. Reactants: COc1cc2c(Nc3c(F)cc(Br)cc3F)ncnc2cc1OCC1CCN(C(=O)OC(C)(C)C)CC1, ClCCl, O=C(O)C(F)(F)F. As a reaction SMILES: [Br:1][c:2]1[cH:3][c:4]([F:37])[c:5]([NH:6][c:7]2[n:8][cH:9][n:10][c:11]3[cH:12][c:13]([O:19][CH2:20][CH:21]4[CH2:22][CH2:23][N:24]([C:27]([O:28][C:29]([CH3:30])([CH3:31])[CH3:32])=[O:33])[CH2:25][CH2:26]4)[c:14]([O:17][CH3:18])[cH:15][c:16]23)[c:34]([F:36])[cH:35]1.[CH2:45]([Cl:46])[Cl:47].[F:38][C:39]([F:40])([F:41])[C:42]([OH:43])=[O:44]>>[Br:1][c:2]1[cH:3][c:4]([F:37])[c:5]([NH:6][c:7]2[n:8][cH:9][n:10][c:11]3[cH:12][c:13]([O:19][CH2:20][CH:21]4[CH2:22][CH2:23][NH:24][CH2:25][CH2:26]4)[c:14]([O:17][CH3:18])[cH:15][c:16]23)[c:34]([F:36])[cH:35]1. Product: COc1cc2c(Nc3c(F)cc(Br)cc3F)ncnc2cc1OCC1CCNCC1. Starting materials: C(C1=CC=CC=C1)OC(=O)N1N=C(C(=C1C)CC1=CC=C(C=C1)OC(C)C)O[C@H]1[C@H](O)[C@@H](O)[C@H](O)[C@H](O1)COC(=O)OCC (1-(benzyloxycarbonyl)-3-(6-O-ethoxycarbonyl-β-D-glucopyranosyloxy)-4-[(4-isopropoxyphenyl)methyl]-5-methylpyrazole). Reagents/catalysts: [C].[Pd] (palladium-carbon). Solvent: O1CCCC1 (tetrahydrofuran). Run at time 3 hour. The product is C(C)OC(=O)OC[C@@H]1[C@H]([C@@H]([C@H]([C@@H](O1)OC1=NNC(=C1CC1=CC=C(C=C1)OC(C)C)C)O)O)O (3-(6-O-ethoxycarbonyl-β-D-glucopyranosyloxy)-4-[(4-isopropoxyphenyl)methyl]-5-methyl-1H-pyrazole). RXN SMILES: C(OC([N:11]1[C:15]([CH3:16])=[C:14]([CH2:17][C:18]2[CH:23]=[CH:22][C:21]([O:24][CH:25]([CH3:27])[CH3:26])=[CH:20][CH:19]=2)[C:13]([O:28][C@@H:29]2[O:37][C@H:36]([CH2:38][O:39][C:40]([O:42][CH2:43][CH3:44])=[O:41])[C@@H:34]([OH:35])[C@H:32]([OH:33])[C@H:30]2[OH:31])=[N:12]1)=O)C1C=CC=CC=1>O1CCCC1.[C].[Pd]>[CH2:43]([O:42][C:40]([O:39][CH2:38][C@H:36]1[O:37][C@@H:29]([O:28][C:13]2[C:14]([CH2:17][C:18]3[CH:23]=[CH:22][C:21]([O:24][CH:25]([CH3:26])[CH3:27])=[CH:20][CH:19]=3)=[C:15]([CH3:16])[NH:11][N:12]=2)[C@H:30]([OH:31])[C@@H:32]([OH:33])[C@@H:34]1[OH:35])=[O:41])[CH3:44] |f:2.3|. Procedure: To a solution of 1-(benzyloxycarbonyl)-3-(6-O-ethoxycarbonyl-β-D-glucopyranosyloxy)-4-[(4-isopropoxyphenyl)methyl]-5-methylpyrazole (0.17 g) in tetrahydrofuran (4 mL) was added 10% palladium-carbon powder, and the mixture was stirred under hydrogen atmosphere at room temperature for 3 hours. The resulting insoluble material was removed by filtration, and the solvent of the filtrate was removed under reduced pressure. The residue was purified by column chromatography on silica gel (eluent: dichlo... Reactants: ClC=1N=C(C2=C(N1)C=CC(=N2)CC2CCN(CC2)C(C)=O)N2CCOCC2 (1-(4-((2-chloro-4-morpholinopyrido[3,2-d]pyrimidin-6-yl)methyl)piperidin-1-yl)ethanone), [Si](C)(C)(C(C)(C)C)N1C=CC2=C(C(=CC=C12)F)B1OC(C(O1)(C)C)(C)C (1-(tert-butyldimethylsilyl)-5-fluoro-4-(4,4,5,5-tetramethyl-1,3,2-dioxaborolan-2-yl)-1H-indole). The product is FC=1C(=C2C=CNC2=CC1)C=1N=C(C2=C(N1)C=CC(=N2)CC2CCN(CC2)C(C)=O)N2CCOCC2 (1-(4-((2-(5-fluoro-1H-indol-4-yl)-4-morpholinopyrido[3,2-d]pyrimidin-6-yl)methyl)piperidin-1-yl)ethanone). As a reaction SMILES: Cl[C:2]1[N:3]=[C:4]([N:22]2[CH2:27][CH2:26][O:25][CH2:24][CH2:23]2)[C:5]2[N:11]=[C:10]([CH2:12][CH:13]3[CH2:18][CH2:17][N:16]([C:19](=[O:21])[CH3:20])[CH2:15][CH2:14]3)[CH:9]=[CH:8][C:6]=2[N:7]=1.[Si]([N:35]1[C:43]2[C:38](=[C:39](B3OC(C)(C)C(C)(C)O3)[C:40]([F:44])=[CH:41][CH:42]=2)[CH:37]=[CH:36]1)(C(C)(C)C)(C)C>>[F:44][C:40]1[C:39]([C:2]2[N:3]=[C:4]([N:22]3[CH2:27][CH2:26][O:25][CH2:24][CH2:23]3)[C:5]3[N:11]=[C:10]([CH2:12][CH:13]4[CH2:18][CH2:17][N:16]([C:19](=[O:21])[CH3:20])[CH2:15][CH2:14]4)[CH:9]=[CH:8][C:6]=3[N:7]=2)=[C:38]2[C:43](=[CH:42][CH:41]=1)[NH:35][CH:36]=[CH:37]2. Procedure details: 1-(4-((2-chloro-4-morpholinopyrido[3,2-d]pyrimidin-6-yl)methyl)piperidin-1-yl)ethanone (30 mg) was reacted with 1-(tert-butyldimethylsilyl)-5-fluoro-4-(4,4,5,5-tetramethyl-1,3,2-dioxaborolan-2-yl)-1H-indole via General Procedure A to produce 13.7 mg of 148 following reverse phase HPLC purification. MS (Q1) 489.2 (M)+ The reactants are Br.CON=C(C(=O)OCC)C=1N=C(SC1)N (Ethyl 2-methoxyimino-2-(2-amino-1,3-thiazol-4-yl)acetate hydrobromide). Solvent: [OH-].[Na+] (sodium hydroxide), O (water). Reaction conditions: time 1 hour. Yields the product CON=C(C(=O)O)C=1N=C(SC1)N (2-methoxyimino-2-(2-amino-1,3-thiazol-4-yl)acetic acid). Yield: 79.6%. Reaction SMILES: Br.[CH3:2][O:3][N:4]=[C:5]([C:11]1[N:12]=[C:13]([NH2:16])[S:14][CH:15]=1)[C:6]([O:8]CC)=[O:7]>[OH-].[Na+].O>[CH3:2][O:3][N:4]=[C:5]([C:11]1[N:12]=[C:13]([NH2:16])[S:14][CH:15]=1)[C:6]([OH:8])=[O:7] |f:0.1,2.3|. Procedure: Ethyl 2-methoxyimino-2-(2-amino-1,3-thiazol-4-yl)acetate hydrobromide (anti isomer) (15.5 g.) was dissolved in a solution of sodium hydroxide (4.4 g.) in water (150 ml.) and the resulting solution was stirred for 1 hour at ambient temperature. An insoluble material was filtered off and the filtrate was adjusted to pH 5.0 to precipitate crystals. The crystals were collected by filtration and dried to give 2-methoxyimino-2-(2-amino-1,3-thiazol-4-yl)acetic acid (anti isomer) (8.0 g.).